This data is from the Open Reaction Database (ORD), a public repository of structured organic reaction records. The task is: describe an organic reaction: reactants, conditions, products, and yield Starting materials: O=C1CCC(=O)N1Br, O=C(OOC(=O)c1ccccc1)c1ccccc1, ClC(Cl)(Cl)Cl, C1CCCCC1, COC(=O)c1cccc([N+](=O)[O-])c1C, CCCCCl. Yields the product COC(=O)c1cccc([N+](=O)[O-])c1CBr. As a reaction SMILES: [Br:15][N:16]1[C:17](=[O:18])[CH2:19][CH2:20][C:21]1=[O:22].[C:23]([O:24][O:25][C:26](=[O:27])[c:28]1[cH:29][cH:30][cH:31][cH:32][cH:33]1)(=[O:34])[c:35]1[cH:36][cH:37][cH:38][cH:39][cH:40]1.[C:41]([Cl:42])([Cl:43])([Cl:44])[Cl:45].[CH2:46]1[CH2:47][CH2:48][CH2:49][CH2:50][CH2:51]1.[CH3:1][c:2]1[c:3]([C:4](=[O:5])[O:6][CH3:7])[cH:8][cH:9][cH:10][c:11]1[N+:12](=[O:13])[O-:14].[Cl:52][CH2:53][CH2:54][CH2:55][CH3:56]>>[CH2:1]([c:2]1[c:3]([C:4](=[O:5])[O:6][CH3:7])[cH:8][cH:9][cH:10][c:11]1[N+:12](=[O:13])[O-:14])[Br:15]. The reactants are C(C)(C)OC=1C=CC(=C(C(=O)O)C1)N (5-isopropoxy-2-amino-benzoic acid), [H-].[Na+] (NaH), OS(=O)(=O)[O-].[K+].[O-]S(=O)(=O)[O-].[Na+].[Na+] (KHSO4 Na2SO4), CI (methyl iodide). Solvent: CN(C)C=O (DMF). Conditions: time 40 minute. Yields the product COC(C1=C(C=CC(=C1)OC(C)C)N)=O (5-isopropoxy-2-amino-benzoic acid methyl ester). Yield: 13.2%. RXN SMILES: [CH:1]([O:4][C:5]1[CH:6]=[CH:7][C:8]([NH2:14])=[C:9]([CH:13]=1)[C:10]([OH:12])=[O:11])([CH3:3])[CH3:2].[H-].[Na+].[CH3:17]I.OS([O-])(=O)=O.[K+].[O-]S([O-])(=O)=O.[Na+].[Na+]>CN(C=O)C>[CH3:17][O:11][C:10](=[O:12])[C:9]1[CH:13]=[C:5]([O:4][CH:1]([CH3:3])[CH3:2])[CH:6]=[CH:7][C:8]=1[NH2:14] |f:1.2,4.5.6.7.8|. Procedure: To a solution of 5-isopropoxy-2-amino-benzoic acid (806 mg) in DMF (10 mL) was added 60% in oil NaH (182 mg, 4.53 mmol) at 0-5° C. under an argon atmosphere. The ice bath was removed and the mixture was stirred for 40 min at room temperature. After addition of methyl iodide (0.33 mL, 5.45 mmol) the mixture was stirred at room temperature for an additional 6 h. 10% KHSO4/Na2SO4 was added and the mixture was extracted, washed with brine, dried (Na2SO4), and concentrated to dryness. Purification by... Starting materials: CCCCCC(Oc1ccc(C2=CCCCCCC2)cc1)C(=O)OCC, CCO, [Na+], [OH-]. Product: CCCCCC(Oc1ccc(C2=CCCCCCC2)cc1)C(=O)O. RXN SMILES: [CH2:1]([CH3:2])[O:3][C:4]([CH:5]([CH2:6][CH2:7][CH2:8][CH2:9][CH3:10])[O:11][c:12]1[cH:13][cH:14][c:15]([C:18]2=[CH:19][CH2:20][CH2:21][CH2:22][CH2:23][CH2:24][CH2:25]2)[cH:16][cH:17]1)=[O:26].[CH3:29][CH2:30][OH:31].[Na+:28].[OH-:27]>>[O:3]=[C:4]([CH:5]([CH2:6][CH2:7][CH2:8][CH2:9][CH3:10])[O:11][c:12]1[cH:13][cH:14][c:15]([C:18]2=[CH:19][CH2:20][CH2:21][CH2:22][CH2:23][CH2:24][CH2:25]2)[cH:16][cH:17]1)[OH:26]. The reactants are CC=1C=CC(=NC1C)C(=O)C1=CNC2=CC=CC=C2C1=O (3-(5,6-dimethyl-pyridine-2-carbonyl)-1H-quinolin-4-one), white solid, [H-].[Na+] (sodium hydride), BrCC1=NC(=CC=C1)C(F)(F)F (2-bromomethyl-6-trifluoromethyl-pyridine). Solvent: CN(C=O)C (N,N-dimethylformamide). The product is CC=1C=CC(=NC1C)C(=O)C1=CN(C2=CC=CC=C2C1=O)CC1=NC(=CC=C1)C(F)(F)F (3-(5,6-Dimethyl-pyridine-2-carbonyl)-1-(6-trifluoromethyl-pyridin-2-ylmethyl)-1H-quinolin-4-one). RXN SMILES: [CH3:1][C:2]1[CH:3]=[CH:4][C:5]([C:9]([C:11]2[C:20](=[O:21])[C:19]3[C:14](=[CH:15][CH:16]=[CH:17][CH:18]=3)[NH:13][CH:12]=2)=[O:10])=[N:6][C:7]=1[CH3:8].[H-].[Na+].Br[CH2:25][C:26]1[CH:31]=[CH:30][CH:29]=[C:28]([C:32]([F:35])([F:34])[F:33])[N:27]=1>CN(C)C=O>[CH3:1][C:2]1[CH:3]=[CH:4][C:5]([C:9]([C:11]2[C:20](=[O:21])[C:19]3[C:14](=[CH:15][CH:16]=[CH:17][CH:18]=3)[N:13]([CH2:25][C:26]3[CH:31]=[CH:30][CH:29]=[C:28]([C:32]([F:34])([F:33])[F:35])[N:27]=3)[CH:12]=2)=[O:10])=[N:6][C:7]=1[CH3:8] |f:1.2|. Reported procedure: Experimental conditions analogous to those described for Step 3 of Example 1, from 63 mg (0.23 mmol) of 3-(5,6-dimethyl-pyridine-2-carbonyl)-1H-quinolin-4-one, 11 mg (0.27 mmol) of 60% sodium hydride, 65 mg (0.27 mmol) of 2-bromomethyl-6-trifluoromethyl-pyridine and 0.7 mL of N,N-dimethylformamide. Yield: 31 mg of a white solid: LC-MSD, m/z for C24H18F3N3O2 [M+H]+=438.1; HPLC retention time: 1.6 min. Starting materials: Cl.S1(CNCC1)(=O)=O (Thiazolidine 1,1-dioxide hydrochloride), CN1CCOCC1 (4-methylmorpholine), FC1=CN=C2C=3C(C(N(CC13)[C@@H](C(=O)O)C(C)C)=O)=CN2 ((R)-2-(6-Fluoro-3-oxopyrrolo[4,3,2-de][2,6]naphthyridin-4(1H,3H,5H)-yl)-3-methylbutanoic acid), C1=CC=C2C(=C1)N=NN2O.O (HOBt hydrate), CCN=C=NCCCN(C)C.Cl (EDC hydrochloride). Run in CN(C)C=O (DMF). Conditions: time 2 hour. Product: O=S1(CN(CC1)C([C@@H](C(C)C)N1CC=2C(=CN=C3C2C(C1=O)=CN3)F)=O)=O ((R)-4-(1-(1,1-dioxidothiazolidin-3-yl)-3-methyl-1-oxobutan-2-yl)-6-fluoro-4,5-dihydropyrrolo[4,3,2-de][2,6]naphthyridin-3(1H)-one). Yield: 43.7%. RXN SMILES: [F:1][C:2]1[C:11]2[CH2:10][N:9]([C@H:12]([CH:16]([CH3:18])[CH3:17])[C:13]([OH:15])=O)[C:8](=[O:19])[C:7]3=[CH:20][NH:21][C:5]([C:6]=23)=[N:4][CH:3]=1.C1C=C2N=NN(O)C2=CC=1.O.CCN=C=NCCCN(C)C.Cl.Cl.[S:46]1(=[O:52])(=[O:51])[CH2:50][CH2:49][NH:48][CH2:47]1.CN1CCOCC1>CN(C=O)C>[O:51]=[S:46]1(=[O:52])[CH2:50][CH2:49][N:48]([C:13](=[O:15])[C@H:12]([N:9]2[C:8](=[O:19])[C:7]3=[CH:20][NH:21][C:5]4[C:6]3=[C:11]([C:2]([F:1])=[CH:3][N:4]=4)[CH2:10]2)[CH:16]([CH3:17])[CH3:18])[CH2:47]1 |f:1.2,3.4,5.6|. Procedure: (R)-2-(6-Fluoro-3-oxopyrrolo[4,3,2-de][2,6]naphthyridin-4(1H,3H,5H)-yl)-3-methylbutanoic acid (15 mg, 0.051 mmol), HOBt hydrate (9.46 mg, 0.062 mmol), and EDC hydrochloride (14.81 mg, 0.077 mmol) were combined in DMF (2 mL). Thiazolidine 1,1-dioxide hydrochloride (12.17 mg, 0.077 mmol) and 4-methylmorpholine (0.023 mL, 0.206 mmol) were added, and the reaction mixture was stirred at room temperature for 2 h. The product was purified by preparative HPLC (10-45% AcCN/H2O with 0.035% TFA), concentra... Reactants: Cl.FC(C(C[C@H](N)C(=O)O)C)(F)F (5,5,5-Trifluoroleucine hydrochloride salt), [OH-].[Na+] (NaOH), C(C)(=O)OC(C)=O (acetic anhydride). Run in O (H2O). The product is C(C)(=O)N[C@@H](CC(C)C(F)(F)F)C(=O)O (N-acetyl-5,5,5-trifluoroleucine). Reaction SMILES: Cl.[F:2][C:3]([F:13])([F:12])[CH:4]([CH3:11])[CH2:5][C@@H:6]([C:8]([OH:10])=[O:9])[NH2:7].[OH-].[Na+].[C:16](OC(=O)C)(=[O:18])[CH3:17]>O>[C:16]([NH:7][C@H:6]([C:8]([OH:10])=[O:9])[CH2:5][CH:4]([C:3]([F:12])([F:13])[F:2])[CH3:11])(=[O:18])[CH3:17] |f:0.1,2.3|. Procedure details: To a cold (0° C.) solution of the 5,5,5-trifluoroleucine HCl salt (from Step 1 above) in H2O (30 μL) was added 1M aqueous NaOH (60 mL, 60 mmol) followed by acetic anhydride (3.5 mL, 36.7 mmol). The mixture was stirred at room temperature for 30 min to 1 h. After acidification with 6M aqueous HCl (6 mL), the mixture was extracted with EtOAc (6×). The combined EtOAc extracts were washed with brine, dried (MgSO4) and concentrated. The residue was swished with hexanes:Et2O (1:1) to afford N-acetyl-5... The reactants are Cc1cc2ccc(OCCCC=O)nc2[nH]c1=O, CO, Clc1cccc(N2CCNCC2)c1Cl. The product is Cc1cc2ccc(OCCCCN3CCN(c4cccc(Cl)c4Cl)CC3)nc2[nH]c1=O. Reaction SMILES: [CH3:1][c:2]1[cH:3][c:4]2[cH:5][cH:6][c:7]([O:13][CH2:14][CH2:15][CH2:16][CH:17]=[O:18])[n:8][c:9]2[nH:10][c:11]1=[O:12].[CH3:33][OH:34].[Cl:19][c:20]1[c:21]([N:27]2[CH2:28][CH2:29][NH:30][CH2:31][CH2:32]2)[cH:22][cH:23][cH:24][c:25]1[Cl:26]>>[CH3:1][c:2]1[cH:3][c:4]2[cH:5][cH:6][c:7]([O:13][CH2:14][CH2:15][CH2:16][CH2:17][N:30]3[CH2:29][CH2:28][N:27]([c:21]4[c:20]([Cl:19])[c:25]([Cl:26])[cH:24][cH:23][cH:22]4)[CH2:32][CH2:31]3)[n:8][c:9]2[nH:10][c:11]1=[O:12]. Isolated yield 100.0%. The reactants are triethylphosphonoacetate, OS(=O)(=O)[O-].[Na+] (NaHSO4), [H-].[Na+] (NaH), C1CCOC1 (THF), FC1=C(C=O)C=C(C=C1)F (2,5-difluoro-benzaldehyde). Product: C(C)OC(\C=C\C1=C(C=CC(=C1)F)F)=O ((E)-3-(2,5-difluoro-phenyl)-acrylic acid ethyl ester). As a reaction SMILES: [H-].[Na+].[F:3][C:4]1[CH:11]=[CH:10][C:9]([F:12])=[CH:8][C:5]=1[CH:6]=O.[OH:13]S([O-])(=O)=O.[Na+].[CH2:19]1[CH2:23][O:22][CH2:21][CH2:20]1>CC(=O)OCC>[CH2:21]([O:22][C:23](=[O:13])/[CH:19]=[CH:6]/[C:5]1[CH:8]=[C:9]([F:12])[CH:10]=[CH:11][C:4]=1[F:3])[CH3:20] |f:0.1,3.4|. Run at time 20 minute. The solvent is CC(OCC)=O (EA). Reported procedure: To an iced chilled suspension of NaH (1.13 g, 60% in oil dispersion, 28.2 mmol) in THF (32 mL) was added triethylphosphonoacetate (5.6 ml, 28.2 mmol). The reaction mixture was stirred at rt for 20 min. 2,5-difluoro-benzaldehyde (3.34 g, 23.5 mmol) was added drop wise. After 30 min, 10% aq. NaHSO4 (100 mL) was added and the mixture was diluted with EA (150 mL). The two phases were separated and the aq. layer was extracted twice with EA (2×100 mL). The combined org. layers were washed with brine (...